This data is from the Open Reaction Database (ORD), a public repository of structured organic reaction records. The task is: describe an organic reaction: reactants, conditions, products, and yield Reactants: CC1(CC(NN1)=O)C (5,5-dimethyl-pyrazolidin-3-one), Cl (HCl). Run in CCOCC (Et2O). The product is Cl.CC1(CC(NN1)=O)C (5,5-Dimethyl-pyrazolidin-3-one.Hydrochloride). The yield is 100.0%. RXN SMILES: [CH3:1][C:2]1([CH3:8])[NH:6][NH:5][C:4](=[O:7])[CH2:3]1.[ClH:9]>CCOCC>[ClH:9].[CH3:1][C:2]1([CH3:8])[NH:6][NH:5][C:4](=[O:7])[CH2:3]1 |f:3.4|. Reported procedure: A scintillation vial equipped with a stir bar was charged with 5,5-dimethyl-pyrazolidin-3-one (228 mg, 2.0 mmol) and 2.0 M HCl in Et2O (2 mL) was added. A white PPT formed. This was filtered and washed with further Et2O (20 mL). Amount obtained: 300 mg, 2.0 mmol, 100% yield. Step 3 The reactants are NC=1C=CC2=C(C(=NS2)C=2N(C=CC2)C)C1 (5-amino-3-(1-methylpyrrol-2-yl)-1,2-benzisothiazole), resultant mixture, CN(C1OC(CC(=N1)C(F)(F)F)=O)C (2-(dimethylamino)-4-(trifluoromethyl)-5H-1,3-oxazin-6-one). Solvent: ice water, C(C)(=O)O (acetic acid). Reaction conditions: time 15 minute. Yields the product CN1C(=CC=C1)C1=NSC2=C1C=C(C=C2)N2C(NC(=CC2=O)C(F)(F)F)=O (3-[3-(1-Methylpyrrol-2-yl)-1,2-benzisothiazol-5-yl]-6-(trifluoromethyl)uracil). Isolated yield 83.3%. As a reaction SMILES: [NH2:1][C:2]1[CH:3]=[CH:4][C:5]2[S:9][N:8]=[C:7]([C:10]3[N:11]([CH3:15])[CH:12]=[CH:13][CH:14]=3)[C:6]=2[CH:16]=1.CN(C)[CH:19]1[N:24]=[C:23]([C:25]([F:28])([F:27])[F:26])[CH2:22][C:21](=[O:29])[O:20]1>C(O)(=O)C>[CH3:15][N:11]1[CH:12]=[CH:13][CH:14]=[C:10]1[C:7]1[C:6]2[CH:16]=[C:2]([N:1]3[C:21](=[O:29])[CH:22]=[C:23]([C:25]([F:28])([F:27])[F:26])[NH:24][C:19]3=[O:20])[CH:3]=[CH:4][C:5]=2[S:9][N:8]=1. Procedure details: To a mixture of 5-amino-3-(1-methylpyrrol-2-yl)-1,2-benzisothiazole(1.05 g, 4.59 mmol) and acetic acid is added 2-(dimethylamino)-4-(trifluoromethyl)-5H-1,3-oxazin-6-one (0.960 g, 4.60 mmol). The resultant mixture is stirred at reflux for two hours, cooled to room temperature, diluted with ice water and stirred vigorously for approximately 15 minutes. Filtration and drying affords the title compound as a gray solid (1.50 g, 83.3%, mp 125-130° C.) which is identified by NMR spectral analysis. The reactants are [BH3-]C#N.[Na+] (NaCNBH3), COC(C1=CC=C(C=C1)C=O)=O (4-formylbenzoic acid methyl ester), COC(C1=CC=C(C=C1)C=O)=O (4-formyl-benzoic acid methyl ester), NC1=NNC2=NC=NC(=C21)NC2=CC(=CC=C2)Cl (3-amino-4-(3-chloro-phenylamino)-1H-pyrazolo[3,4-d]pyrimidine), C(C)(=O)O (acetic acid), CN1CCN(C1=O)C (DMEU). The reagents and catalysts are [Pt] (Pt/C). The solvent is C(C)O (ethanol), CC(=O)C (acetone). Reaction conditions: time 2 day. The product is ClC=1C=C(C=CC1)NC1=C2C(=NC=N1)NN=C2NC(C2=CC=C(C=C2)OC)=C=O (4-(3-chloro-phenylamino)-3-(4-methoxy-carbonylbenzylamino)-1H-pyrazolo[3,4-d]pyrimidine). As a reaction SMILES: COC(=O)[C:4]1[CH:9]=[CH:8][C:7]([CH:10]=O)=[CH:6][CH:5]=1.[NH2:13][C:14]1[C:22]2[C:17](=[N:18][CH:19]=[N:20][C:21]=2[NH:23][C:24]2[CH:29]=[CH:28][CH:27]=[C:26]([Cl:30])[CH:25]=2)[NH:16][N:15]=1.[C:31]([OH:34])(=O)C.[BH3-]C#N.[Na+].CN1[C:44](=[O:45])N(C)CC1>C(O)C.CC(C)=O.[Pt]>[Cl:30][C:26]1[CH:25]=[C:24]([NH:23][C:21]2[N:20]=[CH:19][N:18]=[C:17]3[NH:16][N:15]=[C:14]([NH:13][C:10](=[C:31]=[O:34])[C:7]4[CH:6]=[CH:5][C:4]([O:45][CH3:44])=[CH:9][CH:8]=4)[C:22]=23)[CH:29]=[CH:28][CH:27]=1 |f:3.4|. Procedure details: 788 mg (4.8 mmol) of 4-formyl-benzoic acid methyl ester and 300 mg of 5% Pt/C are added to a solution of 1.04 g (4.0 mmol) of 3-amino-4-(3-chloro-phenylamino)-1H-pyrazolo[3,4-d]pyrimidine in 40 ml of DMEU and 961 mg (16 mmol) of acetic acid and hydrogenation is carried out immediately (instead of hydrogenation, reduction with NaCNBH3 is also possible). After two days and after four days, a further 788 mg of 4-formylbenzoic acid methyl ester is added. After 7 days the catalyst is separated off fr... Starting materials: S(=S)(=O)([O-])[O-].[Na+].[Na+] (sodium thiosulfate), CC(=O)OI1(C=2C=CC=CC2C(=O)O1)(OC(=O)C)OC(=O)C (Dess-Martin periodinane), C([O-])(O)=O.[Na+] (sodium bicarbonate), CC=1N(C=CN1)C1=CC=C(C=N1)CO ((6-(2-methyl-1H-imidazol-1-yl)pyridin-3-yl)methanol). Solvent: ClCCl (dichloromethane). Reaction conditions: time 1 hour. Yields the product CC=1N(C=CN1)C1=NC=C(C=O)C=C1 (6-(2-methyl-1H-imidazol-1-yl)nicotinaldehyde). The yield is 86.7%. As a reaction SMILES: [CH3:1][C:2]1[N:3]([C:7]2[N:12]=[CH:11][C:10]([CH2:13][OH:14])=[CH:9][CH:8]=2)[CH:4]=[CH:5][N:6]=1.CC(OI1(OC(C)=O)(OC(C)=O)OC(=O)C2C=CC=CC1=2)=O.C(=O)(O)[O-].[Na+].S([O-])([O-])(=O)=S.[Na+].[Na+]>ClCCl>[CH3:1][C:2]1[N:3]([C:7]2[CH:8]=[CH:9][C:10]([CH:13]=[O:14])=[CH:11][N:12]=2)[CH:4]=[CH:5][N:6]=1 |f:2.3,4.5.6|. Procedure: In dichloromethane (5 mL) was dissolved (6-(2-methyl-1H-imidazol-1-yl)pyridin-3-yl)methanol (340 mg, 1.80 mmol) obtained in Step 2. Dess-Martin periodinane (915 mg, 2.16 mmol) was added and the mixture was stirred at room temperature for 1 hour. To the reaction mixture were added a saturated aqueous sodium bicarbonate solution and a saturated aqueous sodium thiosulfate solution and the mixture was stirred at room temperature for 1 hour. Extraction with dichloromethane and drying over anhydrous s... Starting materials: C1COCCO1, Cl, CSC1CN(C(=O)OC(C)(C)C)C2C(O)COC12. The product is CSC1CNC2C(O)COC12. Reaction SMILES: [CH2:20]1[O:21][CH2:22][CH2:23][O:24][CH2:25]1.[ClH:1].[OH:2][CH:3]1[CH2:4][O:5][CH:6]2[CH:7]1[N:8]([C:13]([O:14][C:15]([CH3:16])([CH3:17])[CH3:18])=[O:19])[CH2:9][CH:10]2[S:11][CH3:12]>>[OH:2][CH:3]1[CH2:4][O:5][CH:6]2[CH:7]1[NH:8][CH2:9][CH:10]2[S:11][CH3:12].